Dataset: the Open Reaction Database (ORD), a public repository of structured organic reaction records. Task: describe an organic reaction: reactants, conditions, products, and yield Procedure: Using 2,4,5-trifluoro-3-methoxybenzonitrile (347 mg), (2S,3S)-3-(1-hydroxy-1-methylethyl)-2-methylpyrrolidine 1/2 oxalate (409 mg) and lithium carbonate (328 mg), the title compound was obtained as a pale-yellow oil (yield: 175 mg) by an operation similar to that in Example 3. RXN SMILES: [F:1][C:2]1[C:9]([O:10][CH3:11])=[C:8](F)[C:7]([F:13])=[CH:6][C:3]=1[C:4]#[N:5].[OH:14][C:15]([C@H:18]1[CH2:22][CH2:21][NH:20][C@H:19]1[CH3:23])([CH3:17])[CH3:16].C(=O)([O-])[O-].[Li+].[Li+]>>[F:1][C:2]1[C:9]([O:10][CH3:11])=[C:8]([N:20]2[CH2:21][CH2:22][C@H:18]([C:15]([OH:14])([CH3:17])[CH3:16])[C@@H:19]2[CH3:23])[C:7]([F:13])=[CH:6][C:3]=1[C:4]#[N:5] |f:2.3.4|. Reactants: C([O-])([O-])=O.[Li+].[Li+] (lithium carbonate), FC1=C(C#N)C=C(C(=C1OC)F)F (2,4,5-trifluoro-3-methoxybenzonitrile), OC(C)(C)[C@@H]1[C@@H](NCC1)C ((2S,3S)-3-(1-hydroxy-1-methylethyl)-2-methylpyrrolidine). The product is FC1=C(C#N)C=C(C(=C1OC)N1[C@H]([C@H](CC1)C(C)(C)O)C)F (2,5-difluoro-4-[(2S,3S)-3-(1-hydroxy-1-methylethyl)-2-methylpyrrolidin-1-yl]-3-methoxybenzonitrile), oil. The reactants are Nc1nc2ccc(OCc3c(Cl)cccc3Cl)cc2s1, O=C(O)C1CC1, c1ccncc1. Yields the product O=C(Nc1nc2ccc(OCc3c(Cl)cccc3Cl)cc2s1)C1CC1. Reaction SMILES: [Cl:7][c:8]1[c:9]([CH2:10][O:11][c:12]2[cH:13][c:14]3[c:15]([n:16][c:17]([NH2:19])[s:18]3)[cH:20][cH:21]2)[c:22]([Cl:26])[cH:23][cH:24][cH:25]1.[OH:1][C:2](=[O:3])[CH:4]1[CH2:5][CH2:6]1.[cH:27]1[cH:28][cH:29][n:30][cH:31][cH:32]1>>[O:1]=[C:2]([CH:4]1[CH2:5][CH2:6]1)[NH:19][c:17]1[n:16][c:15]2[c:14]([cH:13][c:12]([O:11][CH2:10][c:9]3[c:8]([Cl:7])[cH:25][cH:24][cH:23][c:22]3[Cl:26])[cH:21][cH:20]2)[s:18]1. Reactants: ice water, P(O)(O)(O)=O (phosphoric acid), [I-].[K+] (potassium iodide), FC(C(CCO)C)(F)F (4,4,4-trifluoro-3-methyl-butan-1-ol). Yields the product FC(C(CCI)C)(F)F (4,4,4-trifluoro-3-methyl-1-iodo-butane). As a reaction SMILES: P(=O)(O)(O)O.[I-:6].[K+].[F:8][C:9]([F:16])([F:15])[CH:10]([CH3:14])[CH2:11][CH2:12]O>>[F:8][C:9]([F:16])([F:15])[CH:10]([CH3:14])[CH2:11][CH2:12][I:6] |f:1.2|. Procedure: To a mixture of 19 g phosphoric acid (98%) and 19 g potassium iodide are added at 40° under stirring 4.75 g (33.4 mMol) of 4,4,4-trifluoro-3-methyl-butan-1-ol over a period of 10 minutes. The mixture is then heated at 120° for 16 hours, a cooling poured into ice-water and extracted with diethylether. The etheric extracts are washedwith 10% sodium thiosulfate and brine acid dried over sodium sulphate. After filtration, the solvent is removed through a 15 cm Vigreux-column atatmospheric pressure, ... Procedure: 4.38 g (25.0 mmol) of 2-chloro-4,6-dimethoxy-pyrimidine and 4.68 g (26.3 mmol) of sodium p-toluenesulfinate were heated in 25 ml of N,N-dimethylformamide to 100° C. while stirring. After 5 hours, the solvent was removed in a rotary evaporator at 60° C./20 mbar. The residue was taken up in 90 ml of water and 90 ml of ethyl acetate. After the organic phase had been separated off, the aqueous phase was again extracted with 75 ml of ethyl acetate. The combined organic phases was washed with water, d... Reaction SMILES: Cl[C:2]1[N:7]=[C:6]([O:8][CH3:9])[CH:5]=[C:4]([O:10][CH3:11])[N:3]=1.[C:12]1([CH3:21])[CH:17]=[CH:16][C:15]([S:18]([O-:20])=[O:19])=[CH:14][CH:13]=1.[Na+]>CN(C)C=O>[CH3:11][O:10][C:4]1[CH:5]=[C:6]([O:8][CH3:9])[N:7]=[C:2]([S:18]([C:15]2[CH:16]=[CH:17][C:12]([CH3:21])=[CH:13][CH:14]=2)(=[O:20])=[O:19])[N:3]=1 |f:1.2|. Yields the product COC1=NC(=NC(=C1)OC)S(=O)(=O)C1=CC=C(C=C1)C (4,6-dimethoxy-2-(4-toluenesulfonyl)pyrimidine). Solvent: CN(C=O)C (N,N-dimethylformamide). Conditions: time 5 hour. Starting materials: ClC1=NC(=CC(=N1)OC)OC (2-chloro-4,6-dimethoxy-pyrimidine), C1(=CC=C(C=C1)S(=O)[O-])C.[Na+] (sodium p-toluenesulfinate). Reactants: N1N=CC(=C1)C1=CC2=C(C=3N=C(SC3CCO2)C(=O)O)C=C1 (8-(1H-Pyrazol-4-yl)-4,5-dihydro-6-oxa-3-thia-1-aza-benzo[e]azulene-2-carboxylic acid), N1CC(CCC1)C(=O)O (piperidine-3-carboxylic acid). Yields the product N1N=CC(=C1)C1=CC2=C(C=3N=C(SC3CCO2)C(=O)N2CC(CCC2)C(=O)O)C=C1 (1-[8-(1H-Pyrazol-4-yl)-4,5-dihydro-6-oxa-3-thia-1-aza-benzo[e]azulene-2-carbonyl]-piperidine-3-carboxylic acid). RXN SMILES: [NH:1]1[CH:5]=[C:4]([C:6]2[CH:22]=[CH:21][C:9]3[C:10]4[N:11]=[C:12]([C:18]([OH:20])=O)[S:13][C:14]=4[CH2:15][CH2:16][O:17][C:8]=3[CH:7]=2)[CH:3]=[N:2]1.[NH:23]1[CH2:28][CH2:27][CH2:26][CH:25]([C:29]([OH:31])=[O:30])[CH2:24]1>>[NH:2]1[CH:3]=[C:4]([C:6]2[CH:22]=[CH:21][C:9]3[C:10]4[N:11]=[C:12]([C:18]([N:23]5[CH2:28][CH2:27][CH2:26][CH:25]([C:29]([OH:31])=[O:30])[CH2:24]5)=[O:20])[S:13][C:14]=4[CH2:15][CH2:16][O:17][C:8]=3[CH:7]=2)[CH:5]=[N:1]1. Reported procedure: Following Example 216, to a well stirred solution of 8-(1H-Pyrazol-4-yl)-4,5-dihydro-6-oxa-3-thia-1-aza-benzo[e]azulene-2-carboxylic acid and piperidine-3-carboxylic acid to give 263. MS: (ESI+)=396.1 Starting materials: CSCCC=O, COc1ccc(C(=O)N(C)C2CN(C(=O)C3CCNCC3)CC2c2ccc(Cl)cc2)cc1C(F)(F)F. Product: COc1ccc(C(=O)N(C)C2CN(C(=O)C3CCN(CCCSC)CC3)CC2c2ccc(Cl)cc2)cc1C(F)(F)F. RXN SMILES: [CH3:37][S:38][CH2:39][CH2:40][CH:41]=[O:42].[Cl:1][c:2]1[cH:3][cH:4][c:5]([CH:8]2[CH:9]([N:21]([C:22]([c:23]3[cH:24][c:25]([C:31]([F:32])([F:33])[F:34])[c:26]([O:29][CH3:30])[cH:27][cH:28]3)=[O:35])[CH3:36])[CH2:10][N:11]([C:13](=[O:14])[CH:15]3[CH2:16][CH2:17][NH:18][CH2:19][CH2:20]3)[CH2:12]2)[cH:6][cH:7]1>>[Cl:1][c:2]1[cH:3][cH:4][c:5]([CH:8]2[CH:9]([N:21]([C:22]([c:23]3[cH:24][c:25]([C:31]([F:32])([F:33])[F:34])[c:26]([O:29][CH3:30])[cH:27][cH:28]3)=[O:35])[CH3:36])[CH2:10][N:11]([C:13](=[O:14])[CH:15]3[CH2:16][CH2:17][N:18]([CH2:41][CH2:40][CH2:39][S:38][CH3:37])[CH2:19][CH2:20]3)[CH2:12]2)[cH:6][cH:7]1.